This data is from the Open Reaction Database (ORD), a public repository of structured organic reaction records. The task is: describe an organic reaction: reactants, conditions, products, and yield Reaction SMILES: [Al+3:21].[H-:20].[H-:23].[H-:24].[H-:25].[Li+:22].[NH2:1][CH2:2][C:3]#[C:4][CH2:5][N:6]1[CH2:7][CH2:8][N:9]([c:12]2[c:13]([O:18][CH3:19])[cH:14][cH:15][cH:16][cH:17]2)[CH2:10][CH2:11]1.[Na+:28].[O:29]1[CH2:30][CH2:31][CH2:32][CH2:33]1.[OH-:27].[OH2:26]>>[NH2:1][CH2:2][CH:3]=[CH:4][CH2:5][N:6]1[CH2:7][CH2:8][N:9]([c:12]2[c:13]([O:18][CH3:19])[cH:14][cH:15][cH:16][cH:17]2)[CH2:10][CH2:11]1. The reactants are [Al+3], [H-], [H-], [H-], [H-], [Li+], COc1ccccc1N1CCN(CC#CCN)CC1, [Na+], C1CCOC1, [OH-], O. Yields the product COc1ccccc1N1CCN(CC=CCN)CC1. Reactants: C(C1=CC=CC=C1)(C1=CC=CC=C1)(C1=CC=CC=C1)NC=1SC=C(N1)C(C(=O)OCC)=NOC(C)C (ethyl 2-(2-tritylamino-4-thiazolyl)-2-(1-methylethoxyimino)-acetate), [OH-].[Na+] (sodium hydroxide), Cl (hydrochloric acid). Solvent: O1CCOCC1 (dioxane). Run at temperature 55 celsius. Yields the product C(C1=CC=CC=C1)(C1=CC=CC=C1)(C1=CC=CC=C1)NC=1SC=C(N1)C(C(=O)O)=NOC(C)C (2-(2-tritylamino-4-thiazolyl)-2-(1-methylethoxyimino)-acetic acid). RXN SMILES: [C:1]([NH:20][C:21]1[S:22][CH:23]=[C:24]([C:26](=[N:32][O:33][CH:34]([CH3:36])[CH3:35])[C:27]([O:29]CC)=[O:28])[N:25]=1)([C:14]1[CH:19]=[CH:18][CH:17]=[CH:16][CH:15]=1)([C:8]1[CH:13]=[CH:12][CH:11]=[CH:10][CH:9]=1)[C:2]1[CH:7]=[CH:6][CH:5]=[CH:4][CH:3]=1.[OH-].[Na+].Cl>O1CCOCC1>[C:1]([NH:20][C:21]1[S:22][CH:23]=[C:24]([C:26](=[N:32][O:33][CH:34]([CH3:36])[CH3:35])[C:27]([OH:29])=[O:28])[N:25]=1)([C:14]1[CH:19]=[CH:18][CH:17]=[CH:16][CH:15]=1)([C:8]1[CH:9]=[CH:10][CH:11]=[CH:12][CH:13]=1)[C:2]1[CH:7]=[CH:6][CH:5]=[CH:4][CH:3]=1 |f:1.2|. Procedure details: A mixture of 6.8 g of the product of Step A, 41 ml of dioxane and 8.15 ml of 2N sodium hydroxide was heated on a water bath at 55° C. for 2 hours and was then cooled. 9.5 ml of 2N hydrochloric acid were added to obtain a pH of 2-3 and the dioxane was distilled. Crystallization was effected and water diluted the mixture under stirring. The recovered precipitate was vacuum filtered, rinsed with water, empasted with ether and dried to obtain 5.87 g of the anti isomer of 2-(2-tritylamino-4-thiazolyl... Starting materials: C1CCOC1, COC(=O)C(F)CNC(=O)c1ccc(C(NC(=O)Nc2cc(Cl)cc(Cl)c2)c2ccc(C3=CCCCC3)cc2)cc1, CO. Product: O=C(Nc1cc(Cl)cc(Cl)c1)NC(c1ccc(C(=O)NCC(F)C(=O)O)cc1)c1ccc(C2=CCCCC2)cc1. Reaction SMILES: [CH2:42]1[O:43][CH2:44][CH2:45][CH2:46]1.[CH3:1][O:2][C:3]([CH:4]([CH2:5][NH:6][C:7]([c:8]1[cH:9][cH:10][c:11]([CH:14]([c:15]2[cH:16][cH:17][c:18]([C:21]3=[CH:22][CH2:23][CH2:24][CH2:25][CH2:26]3)[cH:19][cH:20]2)[NH:27][C:28](=[O:29])[NH:30][c:31]2[cH:32][c:33]([Cl:38])[cH:34][c:35]([Cl:37])[cH:36]2)[cH:12][cH:13]1)=[O:39])[F:40])=[O:41].[CH3:47][OH:48]>>[O:2]=[C:3]([CH:4]([CH2:5][NH:6][C:7]([c:8]1[cH:9][cH:10][c:11]([CH:14]([c:15]2[cH:16][cH:17][c:18]([C:21]3=[CH:22][CH2:23][CH2:24][CH2:25][CH2:26]3)[cH:19][cH:20]2)[NH:27][C:28](=[O:29])[NH:30][c:31]2[cH:32][c:33]([Cl:38])[cH:34][c:35]([Cl:37])[cH:36]2)[cH:12][cH:13]1)=[O:39])[F:40])[OH:41]. Reactants: CCO, c1ccc(C(c2ccccc2)N2CCNCC2)cc1, c1ccc(-c2nc3ccccc3s2)c(OCC2CO2)c1. Product: OC(COc1ccccc1-c1nc2ccccc2s1)CN1CCN(C(c2ccccc2)c2ccccc2)CC1. As a reaction SMILES: [CH3:40][CH2:41][OH:42].[CH:1]([c:2]1[cH:3][cH:4][cH:5][cH:6][cH:7]1)([c:8]1[cH:9][cH:10][cH:11][cH:12][cH:13]1)[N:14]1[CH2:15][CH2:16][NH:17][CH2:18][CH2:19]1.[O:20]1[CH:21]([CH2:23][O:24][c:25]2[c:26](-[c:31]3[s:32][c:33]4[c:34]([n:35]3)[cH:36][cH:37][cH:38][cH:39]4)[cH:27][cH:28][cH:29][cH:30]2)[CH2:22]1>>[CH:1]([c:2]1[cH:3][cH:4][cH:5][cH:6][cH:7]1)([c:8]1[cH:9][cH:10][cH:11][cH:12][cH:13]1)[N:14]1[CH2:15][CH2:16][N:17]([CH2:22][CH:21]([OH:20])[CH2:23][O:24][c:25]2[c:26](-[c:31]3[s:32][c:33]4[c:34]([n:35]3)[cH:36][cH:37][cH:38][cH:39]4)[cH:27][cH:28][cH:29][cH:30]2)[CH2:18][CH2:19]1. Starting materials: NCc1ccc(Cl)cc1, ClP(Cl)Cl, O, Cc1ccc2c(O)c(C(=O)O)cnc2n1. Product: Cc1ccc2c(O)c(C(=O)NCc3ccc(Cl)cc3)cnc2n1. Reaction SMILES: [Cl:16][c:17]1[cH:18][cH:19][c:20]([CH2:21][NH2:22])[cH:23][cH:24]1.[Cl:25][P:26]([Cl:27])[Cl:28].[OH2:29].[OH:1][c:2]1[c:3]([C:13](=[O:14])[OH:15])[cH:4][n:5][c:6]2[n:7][c:8]([CH3:12])[cH:9][cH:10][c:11]12>>[OH:1][c:2]1[c:3]([C:13](=[O:15])[NH:22][CH2:21][c:20]2[cH:19][cH:18][c:17]([Cl:16])[cH:24][cH:23]2)[cH:4][n:5][c:6]2[n:7][c:8]([CH3:12])[cH:9][cH:10][c:11]12. Reactants: resultant mixture, N1=C(C=CC=C1)CCC(=O)OCC (ethyl 3-(pyridin-2-yl)propionate), [N+](=O)([O-])C=1C=C(C=CC1)NC1=C(C=O)C=CC=N1 (2-(3-nitrophenylamino)nicotinaldehyde), [Li+].CC(C)[N-]C(C)C (LDA), O (water). Solvent: C1CCOC1 (THF), C1CCOC1 (THF). Product: [N+](=O)([O-])C=1C=C(C=CC1)N1C(C(=CC2=CC=CN=C12)CC1=NC=CC=C1)=O (1-(3-nitrophenyl)-3-(pyridin-2-ylmethyl)-1,8-naphthyridin-2(1H)-one), CN(C)C=O (DMF). Yield: 67.0%. Reaction SMILES: [N:1]1[CH:6]=[CH:5][CH:4]=[CH:3][C:2]=1[CH2:7][CH2:8][C:9]([O:11]CC)=O.[Li+].C[CH:16]([N-:18][CH:19](C)C)C.[N+:22]([C:25]1[CH:26]=[C:27]([NH:31][C:32]2[N:39]=[CH:38][CH:37]=[CH:36][C:33]=2[CH:34]=O)[CH:28]=[CH:29][CH:30]=1)([O-:24])=[O:23].[OH2:40]>C1COCC1>[N+:22]([C:25]1[CH:26]=[C:27]([N:31]2[C:32]3[C:33](=[CH:36][CH:37]=[CH:38][N:39]=3)[CH:34]=[C:8]([CH2:7][C:2]3[CH:3]=[CH:4][CH:5]=[CH:6][N:1]=3)[C:9]2=[O:11])[CH:28]=[CH:29][CH:30]=1)([O-:24])=[O:23].[CH3:16][N:18]([CH:19]=[O:40])[CH3:2] |f:1.2|. Reported procedure: Ethyl 3-(pyridin-2-yl)propionate (0.717 g, 2.0 eq., prepared in Synthetic Example 4) was dissolved in dry THF. To the solution was added LDA (2 ml of 2M solution, 2.0 eq.) at −78° C. or below in a methanol-dry ice bath under nitrogen atmosphere while stirring and the mixture was stirred for 1 hour. Next, to the reaction mixture was added dropwise a solution of 2-(3-nitrophenylamino)nicotinaldehyde (486 mg, 1.0 eq., prepared according to the procedure of Example 3 in JP, A, 62-228076 (1987)) in T... Starting materials: COC(=O)C=CCCCCCNC(=O)OC(C)(C)C, CO, [Na+], [OH-]. Product: CC(C)(C)OC(=O)NCCCCCC=CC(=O)O. RXN SMILES: [C:1](=[O:2])([O:3][C:4]([CH3:5])([CH3:6])[CH3:7])[NH:8][CH2:9][CH2:10][CH2:11][CH2:12][CH2:13][CH:14]=[CH:15][C:16](=[O:17])[O:18][CH3:19].[CH3:22][OH:23].[Na+:21].[OH-:20]>>[C:1](=[O:2])([O:3][C:4]([CH3:5])([CH3:6])[CH3:7])[NH:8][CH2:9][CH2:10][CH2:11][CH2:12][CH2:13][CH:14]=[CH:15][C:16](=[O:17])[OH:18]. Starting materials: NOCc1ccccc1, C1CCCCC1, CCO, CO, Cl, Cl, C=[N+]=[N-], [Na+], [OH-], O, c1ccccc1, O=C(O)C(=O)c1csc2ccccc12. Yields the product O=C(O)C(=NOCc1ccccc1)c1csc2ccccc12. Reaction SMILES: [CH2:16]([c:17]1[cH:18][cH:19][cH:20][cH:21][cH:22]1)[O:23][NH2:24].[CH2:37]1[CH2:38][CH2:39][CH2:40][CH2:41][CH2:42]1.[CH3:31][CH2:32][OH:33].[CH3:35][OH:36].[ClH:15].[ClH:30].[N+:27](=[CH2:28])=[N-:29].[Na+:26].[OH-:25].[OH2:34].[cH:43]1[cH:44][cH:45][cH:46][cH:47][cH:48]1.[s:1]1[c:2]2[c:3]([c:4]([C:6]([C:7](=[O:8])[OH:9])=[O:10])[cH:5]1)[cH:11][cH:12][cH:13][cH:14]2>>[s:1]1[c:2]2[c:3]([c:4]([C:6]([C:7](=[O:8])[OH:9])=[N:24][O:23][CH2:16][c:17]3[cH:18][cH:19][cH:20][cH:21][cH:22]3)[cH:5]1)[cH:11][cH:12][cH:13][cH:14]2.